Dataset: the Open Reaction Database (ORD), a public repository of structured organic reaction records. Task: describe an organic reaction: reactants, conditions, products, and yield Reactants: ClC1=CC(NC2=CC=C3C(=C12)C(=C(N3)C3=CC(=C(C=C3)Cl)Cl)C)=O (9-chloro-2-(3,4-dichlorophenyl)-1-methyl-3,6-dihydro-pyrrolo[3,2-f]quinolin-7-one), FC(C(=O)O)(F)F (trifluoroacetic acid), compound 157. Yields the product ClC1=CC(NC2=CC=C3C(=C12)C(C(N3CC(F)(F)F)C3=CC(=C(C=C3)Cl)Cl)C)=O ((±)-9-Chloro-2-(3,4-dichlorophenyl)-1-methyl-3-(2,2,2-trifluoroethyl)-1,2,3,6-tetrahydropyrrolo[3,2-f]quinolin-7-one). As a reaction SMILES: [Cl:1][C:2]1[C:11]2[C:6](=[CH:7][CH:8]=[C:9]3[NH:14][C:13]([C:15]4[CH:20]=[CH:19][C:18]([Cl:21])=[C:17]([Cl:22])[CH:16]=4)=[C:12]([CH3:23])[C:10]3=2)[NH:5][C:4](=[O:24])[CH:3]=1.[F:25][C:26]([F:31])([F:30])[C:27](O)=O>>[Cl:1][C:2]1[C:11]2[C:6](=[CH:7][CH:8]=[C:9]3[N:14]([CH2:27][C:26]([F:31])([F:30])[F:25])[CH:13]([C:15]4[CH:20]=[CH:19][C:18]([Cl:21])=[C:17]([Cl:22])[CH:16]=4)[CH:12]([CH3:23])[C:10]3=2)[NH:5][C:4](=[O:24])[CH:3]=1. Procedure: This compound was prepared using the method described in Example 23 from 9-chloro-2-(3,4-dichlorophenyl)-1-methyl-3,6-dihydro-pyrrolo[3,2-f]quinolin-7-one, and trifluoroacetic acid. Spectral data for compound 157: 1H NMR (500 MHz, DMSO-d6) δ 11.91 (s, 1H), 7.75 (d, J=1.9 Hz, 1H), 7.73 (d, J=8.3 Hz, 1H), 7.49 (dd, J=8.3, 1.9 Hz, 1H), 7.34 (d, J=8.8 Hz, 1H), 7.30 (d, J=8.8 Hz, 1H), 6.78 (d, J=1.7 Hz, 1H), 5.02 (d, J=7.0 Hz, 1H), 4.30 (qn, J=7.0 Hz, 1H), 4.25 (dq, J=16.5, 10.2 Hz, 1H), 3.71 (dq, J=... RXN SMILES: CN([C:5](=[O:18])[CH:6]([O:10][C:11]1[CH:16]=[CH:15][CH:14]=[CH:13][C:12]=1[Br:17])[CH2:7][CH2:8][CH3:9])OC.O1CCC[CH2:20]1.C[Mg]Br.Cl>CCOCC>[Br:17][C:12]1[CH:13]=[CH:14][CH:15]=[CH:16][C:11]=1[O:10][CH:6]([CH2:7][CH2:8][CH3:9])[C:5](=[O:18])[CH3:20]. Yields the product BrC1=C(OC(C(C)=O)CCC)C=CC=C1 (3-(2-bromophenoxy)-2-hexanone). Procedure: 6 g of N-methyl-O-methyl-2-(2-bromophenoxy)pentanohydroxamic acid and 190 ml of anhydrous tetrahydrofuran are placed in a 500 ml round-bottomed flask. The solution is cooled to -10° C. and 19 ml of a 3M solution of methylmagnesium bromide in ether are slowly added. The mixture is stirred for 45 minutes and 60 ml of a molar hydrochloric acid solution are slowly added. The mixture is extracted with 3×100 ml of ethyl ether. The combined organic phases are dried over magnesium sulphate, filtered and... Reaction conditions: temperature -10 celsius, time 45 minute. Solvent: CCOCC (ether). Starting materials: Cl (hydrochloric acid), CN(OC)C(C(CCC)OC1=C(C=CC=C1)Br)=O (N-methyl-O-methyl-2-(2-bromophenoxy)pentanohydroxamic acid), O1CCCC1 (tetrahydrofuran), solution, C[Mg]Br (methylmagnesium bromide). Conditions: time 5 minute. Procedure: A 100 mL round bottom flask which contains a stirring bar is charged with 2-cyclobutoxyl-3-methyl-5-bromo-benzoic acid 317 (695 mg, 2.44 mmol) and dry DCM (8 mL). Stirring is initiated. After dissolution is complete, HTBU (924 mg, 2.44 mmol) is added. After 5 min, 2-amino-indane-2-carboxylic acid ethyl ester (500 mg, 2.44 mmol) is added followed by DIPEA (1.1 mL, 6.1 mmol). The reaction is allowed to stir for 15 days. Analysis by tlc of the reaction mixture (silica, 5% iPrOH/DCM) indicates compl... The reactants are CC(C)O.C(Cl)Cl (iPrOH DCM), BrC=1C=C(C(=C(C(=O)O)C1)OC1CCC1)C (5-Bromo-2-cyclobutoxy-3-methyl-benzoic acid), C(C)OC(=O)C1(CC2=CC=CC=C2C1)N (2-amino-indane-2-carboxylic acid ethyl ester), CCN(C(C)C)C(C)C (DIPEA). Product: C(C)OC(=O)C1(CC2=CC=CC=C2C1)NC(C1=C(C(=CC(=C1)Br)C)OC1CCC1)=O (2-(5-Bromo-2-cyclobutoxy-3-methyl-benzoylamino)-indan-2-carboxylic acid ethyl ester). Solvent: C(Cl)Cl (DCM), C(Cl)Cl (DCM). Reaction SMILES: [Br:1][C:2]1[CH:3]=[C:4]([CH3:16])[C:5]([O:11][CH:12]2[CH2:15][CH2:14][CH2:13]2)=[C:6]([CH:10]=1)[C:7]([OH:9])=O.[CH2:17]([O:19][C:20]([C:22]1([NH2:31])[CH2:30][C:29]2[C:24](=[CH:25][CH:26]=[CH:27][CH:28]=2)[CH2:23]1)=[O:21])[CH3:18].CCN(C(C)C)C(C)C.CC(O)C.C(Cl)Cl>C(Cl)Cl>[CH2:17]([O:19][C:20]([C:22]1([NH:31][C:7](=[O:9])[C:6]2[CH:10]=[C:2]([Br:1])[CH:3]=[C:4]([CH3:16])[C:5]=2[O:11][CH:12]2[CH2:15][CH2:14][CH2:13]2)[CH2:30][C:29]2[C:24](=[CH:25][CH:26]=[CH:27][CH:28]=2)[CH2:23]1)=[O:21])[CH3:18] |f:3.4|. Reactants: O=C1CCN(CC1)C1=C(C=C(C=C1)N1C(O[C@H](C1)CNC(C)=O)=O)F ((S)—N-{3-[4-(4-oxo-piperidin-1-yl)-3-fluorophenyl]-2-oxo-oxazolidin-5-ylmethyl}-acetamide), [C-]#N.[Na+] (sodium cyanide), SC1=C(N)C=CC=C1 (2-mercaptoaniline). Yields the product SC1=C(C=CC=C1)NC1(CCN(CC1)C1=C(C=C(C=C1)N1C(O[C@H](C1)CNC(C)=O)=O)F)C#N ((S)—N-{3-[4-(4-(2-Mercaptophenylamino)-4-cyanopiperidin-1-yl)-3-fluorophenyl]-2-oxo-oxazolidin-5-ylmethyl}-acetamide). RXN SMILES: O=[C:2]1[CH2:7][CH2:6][N:5]([C:8]2[CH:13]=[CH:12][C:11]([N:14]3[CH2:18][C@H:17]([CH2:19][NH:20][C:21](=[O:23])[CH3:22])[O:16][C:15]3=[O:24])=[CH:10][C:9]=2[F:25])[CH2:4][CH2:3]1.[C-:26]#[N:27].[Na+].[SH:29][C:30]1[CH:36]=[CH:35][CH:34]=[CH:33][C:31]=1[NH2:32]>>[SH:29][C:30]1[CH:36]=[CH:35][CH:34]=[CH:33][C:31]=1[NH:32][C:2]1([C:26]#[N:27])[CH2:7][CH2:6][N:5]([C:8]2[CH:13]=[CH:12][C:11]([N:14]3[CH2:18][C@H:17]([CH2:19][NH:20][C:21](=[O:23])[CH3:22])[O:16][C:15]3=[O:24])=[CH:10][C:9]=2[F:25])[CH2:4][CH2:3]1 |f:1.2|. Yield: 56.0%. Procedure details: By using procedure as described in Example 45 and by reacting (S)—N-{3-[4-(4-oxo-piperidin-1-yl)-3-fluorophenyl]-2-oxo-oxazolidin-5-ylmethyl}-acetamide with sodium cyanide and 2-mercaptoaniline the compound was obtained in 56% yield. Reactants: O=S(=O)(Nc1nccs1)c1ccc(Br)cc1F, CC(C)(C)O, CC1(C)c2cccc(P(c3ccccc3)c3ccccc3)c2Oc2c(P(c3ccccc3)c3ccccc3)cccc21, CC(C)(C)[O-], [Na+], O=C(C=Cc1ccccc1)C=Cc1ccccc1, O=C(C=Cc1ccccc1)C=Cc1ccccc1, O=C(C=Cc1ccccc1)C=Cc1ccccc1, [Pd], [Pd], Nc1ccccc1-c1ccccc1. Yields the product O=S(=O)(Nc1nccs1)c1ccc(Nc2ccccc2-c2ccccc2)cc1F. RXN SMILES: [Br:1][c:2]1[cH:3][c:4]([F:17])[c:5]([S:8](=[O:9])(=[O:10])[NH:11][c:12]2[s:13][cH:14][cH:15][n:16]2)[cH:6][cH:7]1.[C:79]([OH:80])([CH3:81])([CH3:82])[CH3:83].[CH3:18][C:19]1([CH3:20])[c:21]2[cH:22][cH:23][cH:24][c:25]([P:26]([c:27]3[cH:28][cH:29][cH:30][cH:31][cH:32]3)[c:33]3[cH:34][cH:35][cH:36][cH:37][cH:38]3)[c:39]2[O:40][c:41]2[c:42]1[cH:43][cH:44][cH:45][c:46]2[P:47]([c:48]1[cH:49][cH:50][cH:51][cH:52][cH:53]1)[c:54]1[cH:55][cH:56][cH:57][cH:58][cH:59]1.[CH3:73][C:74]([CH3:75])([O-:76])[CH3:77].[Na+:78].[O:104]=[C:105]([CH:106]=[CH:107][c:108]1[cH:109][cH:110][cH:111][cH:112][cH:113]1)[CH:114]=[CH:115][c:116]1[cH:117][cH:118][cH:119][cH:120][cH:121]1.[O:122]=[C:123]([CH:124]=[CH:125][c:126]1[cH:127][cH:128][cH:129][cH:130][cH:131]1)[CH:132]=[CH:133][c:134]1[cH:135][cH:136][cH:137][cH:138][cH:139]1.[O:86]=[C:87]([CH:88]=[CH:89][c:90]1[cH:91][cH:92][cH:93][cH:94][cH:95]1)[CH:96]=[CH:97][c:98]1[cH:99][cH:100][cH:101][cH:102][cH:103]1.[Pd:84].[Pd:85].[c:60]1(-[c:67]2[cH:68][cH:69][cH:70][cH:71][cH:72]2)[c:61]([NH2:66])[cH:62][cH:63][cH:64][cH:65]1>>[c:2]1([NH:66][c:61]2[c:60](-[c:67]3[cH:68][cH:69][cH:70][cH:71][cH:72]3)[cH:65][cH:64][cH:63][cH:62]2)[cH:3][c:4]([F:17])[c:5]([S:8](=[O:9])(=[O:10])[NH:11][c:12]2[s:13][cH:14][cH:15][n:16]2)[cH:6][cH:7]1. Starting materials: C(=O)([O-])[O-].[Na+].[Na+] (Na2CO3), C(=O)([O-])[O-].[Na+].[Na+] (Na2CO3), C(CC)NCCC (dipropylamine), C(C)O (ethanol), ICC (iodoethane). Yields the product [OH-].C(C)[N+](CCC)(CCC)CC (Diethyldipropylammonium Hydroxide). RXN SMILES: C([O-])([O-])=[O:2].[Na+].[Na+].[CH2:7]([NH:10][CH2:11][CH2:12][CH3:13])[CH2:8][CH3:9].I[CH2:15][CH3:16].[CH2:17](O)[CH3:18]>>[OH-:2].[CH2:17]([N+:10]([CH2:15][CH3:16])([CH2:11][CH2:12][CH3:13])[CH2:7][CH2:8][CH3:9])[CH3:18] |f:0.1.2,6.7|. Procedure details: 60 g Na2CO3 was added to a solution of 40.0 g dipropylamine in 100 g ethanol, and to the mixture was further added 148 g iodoethane in five aliquots while the mixture was chilled in an ice-bath. The mixture was allowed to warm to and stand at room temperature for three days before Na2CO3 was filtered off and most of the solvent was removed. Acetone was added to precipitate more Na2CO3 which was then removed. Ethanol was used to further precipitate the remaining Na2CO3. To the ethanolic solution ... Reactants: C(#N)C=1C=C(C2=C(N=C(O2)C2=CC=C(C(=O)OC)C=C2)C1)C(=C)C (Methyl 4-(5-cyano-7-isopropenyl-1,3-benzoxazol-2-yl)benzoate), [H][H] (hydrogen). Reagents/catalysts: [Pd] (palladium on carbon). Solvent: O1CCCC1 (tetrahydrofuran). The product is C(#N)C=1C=C(C2=C(N=C(O2)C2=CC=C(C(=O)OC)C=C2)C1)C(C)C (Methyl 4-(5-cyano-7-isopropyl-1,3-benzoxazol-2-yl)benzoate). The yield is 99.1%. As a reaction SMILES: [C:1]([C:3]1[CH:4]=[C:5]([C:22]([CH3:24])=[CH2:23])[C:6]2[O:10][C:9]([C:11]3[CH:20]=[CH:19][C:14]([C:15]([O:17][CH3:18])=[O:16])=[CH:13][CH:12]=3)=[N:8][C:7]=2[CH:21]=1)#[N:2].[H][H]>[Pd].O1CCCC1>[C:1]([C:3]1[CH:4]=[C:5]([CH:22]([CH3:24])[CH3:23])[C:6]2[O:10][C:9]([C:11]3[CH:20]=[CH:19][C:14]([C:15]([O:17][CH3:18])=[O:16])=[CH:13][CH:12]=3)=[N:8][C:7]=2[CH:21]=1)#[N:2]. Procedure: To a 5-gallon reaction vessel was added methyl 4-(5-cyano-7-isopropenyl-1,3-benzoxazol-2-yl)benzoate (40.6 g, Step A), tetrahydrofuran (4 l), and 10% palladium on carbon (8 g). The reaction mixture was heated to 60° C. under 10 psi of hydrogen for 3 h, and then filtered through Celite, washing generously with dichloromethane. Concentration of the eluent in vacuo provided 40.5 g (99%) of the title compound. Mass spectrum (ESI) 321.1 (M+).